From a dataset of the Open Reaction Database (ORD), a public repository of structured organic reaction records. describe an organic reaction: reactants, conditions, products, and yield Reactants: Cl (hydrochloric acid), NN1CCCC1 (aminopyrrolidine), FC(OC1=CC=C(C=C1)C1(CC1)C(=O)N)(F)F (1-(4-trifluoromethoxyphenyl)cyclopropanecarbamide), [OH-].[Na+] (sodium hydroxide). Run in CO (methanol). Conditions: temperature 78 celsius. The product is FC(OC1=CC=C(C=C1)C1(CC1)C(=O)O)(F)F (1-(4-(trifluoromethoxy)phenyl)cyclopropanecarboxylic acid). RXN SMILES: NN1CCCC1.[F:7][C:8]([F:23])([F:22])[O:9][C:10]1[CH:15]=[CH:14][C:13]([C:16]2([C:19](N)=[O:20])[CH2:18][CH2:17]2)=[CH:12][CH:11]=1.[OH-:24].[Na+].Cl>CO>[F:7][C:8]([F:23])([F:22])[O:9][C:10]1[CH:15]=[CH:14][C:13]([C:16]2([C:19]([OH:24])=[O:20])[CH2:18][CH2:17]2)=[CH:12][CH:11]=1 |f:2.3|. Procedure: A mixture of 1-(4-trifluoromethoxyphenyl)cyclopropanecarbonitrile (4.0 g), 25% aqueous sodium hydroxide (0.46 mL), 30% aqueous hydrogen peroxide (25 mL), and methanol (100 mL) was heated at 55° C. for 1 h with stirring. The reaction mixture was concentrated under reduced pressure, the precipitated crystals were collected by filtration, to obtain white solid 1-(4-(trifluoromethoxy)phenyl)cyclopropanecarbamide (4.5 g). (3) A mixture of 1-(4-trifluoromethoxyphenyl)cyclopropanecarbamide (4.5 g), 15%... Reactants: OCCCCl, Oc1ccc(Cl)c(Cl)c1, [Na]. The product is OCCCOc1ccc(Cl)c(Cl)c1. Reaction SMILES: [Cl:11][CH2:12][CH2:13][CH2:14][OH:15].[Cl:2][c:3]1[cH:4][c:5]([OH:10])[cH:6][cH:7][c:8]1[Cl:9].[Na:1]>>[Cl:2][c:3]1[cH:4][c:5]([O:10][CH2:12][CH2:13][CH2:14][OH:15])[cH:6][cH:7][c:8]1[Cl:9]. The reactants are [H-].[Al+3].[Li+].[H-].[H-].[H-] (Lithium aluminium hydride), C(C1=CC=CC=C1)OC=1C=C2C=CC(=CC2=CC1)CN1C=C(C(=C1)C1=CC=CC=C1)C(=O)OC (methyl 1-(6-benzyloxy-2-naphthylmethyl)-4-phenylpyrrole-3-carboxylate), O.O.O.O.O.O.O.O.O.O.S(=O)(=O)([O-])[O-].[Na+].[Na+] (Sodium sulfate decahydrate), CCCCCC (hexane). Solvent: O1CCCC1 (tetrahydrofuran). Conditions: time 1 hour. Yields the product C(C1=CC=CC=C1)OC=1C=C2C=CC(=CC2=CC1)CN1C=C(C(=C1)C1=CC=CC=C1)CO ([1-(6-benzyloxy-2-naphthylmethyl)-4-phenyl-3-pyrrolyl]methanol). Yield: 89.1%. RXN SMILES: [H-].[Al+3].[Li+].[H-].[H-].[H-].[CH2:7]([O:14][C:15]1[CH:16]=[C:17]2[C:22](=[CH:23][CH:24]=1)[CH:21]=[C:20]([CH2:25][N:26]1[CH:30]=[C:29]([C:31]3[CH:36]=[CH:35][CH:34]=[CH:33][CH:32]=3)[C:28]([C:37](OC)=[O:38])=[CH:27]1)[CH:19]=[CH:18]2)[C:8]1[CH:13]=[CH:12][CH:11]=[CH:10][CH:9]=1.O.O.O.O.O.O.O.O.O.O.S([O-])([O-])(=O)=O.[Na+].[Na+].CCCCCC>O1CCCC1>[CH2:7]([O:14][C:15]1[CH:16]=[C:17]2[C:22](=[CH:23][CH:24]=1)[CH:21]=[C:20]([CH2:25][N:26]1[CH:30]=[C:29]([C:31]3[CH:32]=[CH:33][CH:34]=[CH:35][CH:36]=3)[C:28]([CH2:37][OH:38])=[CH:27]1)[CH:19]=[CH:18]2)[C:8]1[CH:9]=[CH:10][CH:11]=[CH:12][CH:13]=1 |f:0.1.2.3.4.5,7.8.9.10.11.12.13.14.15.16.17.18.19|. Reported procedure: Lithium aluminium hydride (0.258 g) was added to a solution of methyl 1-(6-benzyloxy-2-naphthylmethyl)-4-phenylpyrrole-3-carboxylate (3.04 g) in tetrahydrofuran (30 ml) at 0° C., and the mixture was stirred at room temperature for one hour. Sodium sulfate decahydrate (2.19 g) and hexane (30 ml) were added to the reaction mixture and the mixture was stirred at room temperature for 30 minutes. After the precipitate was removed by filtration, the filtrate was concentrated. The colorless crystals ob... The reactants are C=CC1=CC=CC=C1 (styrene), C(C)(C)CC(C)(C)C (isooctane). Run in ClC(C)Cl (dichloroethane). The product is C(=C)C1=C(C=CC=C1)C=C (divinylbenzene). RXN SMILES: [CH2:1]=[CH:2][C:3]1[CH:8]=[CH:7][CH:6]=[CH:5][CH:4]=1.[CH:9](CC(C)(C)C)(C)[CH3:10]>ClC(Cl)C>[CH:2]([C:3]1[CH:8]=[CH:7][CH:6]=[CH:5][C:4]=1[CH:9]=[CH2:10])=[CH2:1]. Procedure: Swell 2.8 kg of styrene copolymer with 40 mol. percent of divinylbenzene, obtained in the presence of 100 percent by weight of isooctane, in 9 liters of dichloroethane, add a mixture of 2.0 kg of KNO3 and 5 liters of concentrated sulphuric acid, and keep for six hours at a temperature of -5° to 0° C. Proceed as in Example 1. The obtained textured nitro polymer contains 5.4 percent by weight of nitrogen.